Task: describe an organic reaction: reactants, conditions, products, and yield. Dataset: the Open Reaction Database (ORD), a public repository of structured organic reaction records Reactants: C(#N)C1(CCN(CC1)C(=O)OC(C)(C)C)C1=C(C=CC=C1)\C=C\C(=O)OCC ((E)-tert-butyl 4-cyano-4-(2-(3-ethoxy-3-oxoprop-1-enyl)phenyl)piperidine-1-carboxylate). The solvent is CO (MeOH). Conditions: temperature 23 celsius, time 8 hour. Product: C(#N)C1(CCN(CC1)C(=O)OC(C)(C)C)C1=C(C=CC=C1)CCC(=O)OCC (tert-butyl 4-cyano-4-(2-(3-ethoxy-3-oxopropyl)phenyl)piperidine-1-carboxylate). Reaction SMILES: [C:1]([C:3]1([C:16]2[CH:21]=[CH:20][CH:19]=[CH:18][C:17]=2/[CH:22]=[CH:23]/[C:24]([O:26][CH2:27][CH3:28])=[O:25])[CH2:8][CH2:7][N:6]([C:9]([O:11][C:12]([CH3:15])([CH3:14])[CH3:13])=[O:10])[CH2:5][CH2:4]1)#[N:2]>CO>[C:1]([C:3]1([C:16]2[CH:21]=[CH:20][CH:19]=[CH:18][C:17]=2[CH2:22][CH2:23][C:24]([O:26][CH2:27][CH3:28])=[O:25])[CH2:4][CH2:5][N:6]([C:9]([O:11][C:12]([CH3:15])([CH3:14])[CH3:13])=[O:10])[CH2:7][CH2:8]1)#[N:2]. Procedure details: (E)-tert-butyl 4-cyano-4-(2-(3-ethoxy-3-oxoprop-1-enyl)phenyl)piperidine-1-carboxylate (21, 278 mg, 0.72 mmol) was dissolved in MeOH (7 mL). The solution was degassed with Ar for 2 min. Pd/C (10%, 30 mg) was added and H2 was bubbled in for a few minutes. The reaction was stirred under a H2 balloon at 23° C. overnight. The solution was filtered through Celite and was concentrated to yield tert-butyl 4-cyano-4-(2-(3-ethoxy-3-oxopropyl)phenyl)piperidine-1-carboxylate. 1H NMR (400 MHz, CDCl3): δ 7.3...